From a dataset of the Open Reaction Database (ORD), a public repository of structured organic reaction records. describe an organic reaction: reactants, conditions, products, and yield Reactants: [H-].[Al+3].[Li+].[H-].[H-].[H-] (lithium aluminium hydride), C(C)OC(=O)C1=C(N=C(O1)C1=CC=C(C=C1)OC)COC1OCCCC1 (2-(4-methoxy-phenyl)-4-(tetrahydro-pyran-2-yloxymethyl)-oxazole-5-carboxylic acid ethyl ester). Solvent: O1CCCC1 (tetrahydrofuran), O1CCCC1 (tetrahydrofuran). Reaction conditions: time 1 hour. The product is COC1=CC=C(C=C1)C=1OC(=C(N1)COC1OCCCC1)CO ([2-(4-methoxy-phenyl)-4-(tetrahydro-pyran-2-yloxymethyl)-oxazol-5-yl]-methanol). The yield is 108.6%. Reaction SMILES: [H-].[Al+3].[Li+].[H-].[H-].[H-].C([O:9][C:10]([C:12]1[O:16][C:15]([C:17]2[CH:22]=[CH:21][C:20]([O:23][CH3:24])=[CH:19][CH:18]=2)=[N:14][C:13]=1[CH2:25][O:26][CH:27]1[CH2:32][CH2:31][CH2:30][CH2:29][O:28]1)=O)C>O1CCCC1>[CH3:24][O:23][C:20]1[CH:21]=[CH:22][C:17]([C:15]2[O:16][C:12]([CH2:10][OH:9])=[C:13]([CH2:25][O:26][CH:27]3[CH2:32][CH2:31][CH2:30][CH2:29][O:28]3)[N:14]=2)=[CH:18][CH:19]=1 |f:0.1.2.3.4.5|. Procedure details: To a cooled suspension of 2.73 g lithium aluminium hydride in 180 ml tetrahydrofuran a solution of 12.3 g 2-(4-methoxy-phenyl)-4-(tetrahydro-pyran-2-yloxymethyl)-oxazole-5-carboxylic acid ethyl ester in 120 ml tetrahydrofuran were added at 0° C. The ice bath was removed and the reaction mixture stirred at room temperature for one hour. The reaction mixture was cooled in an ice bath again and 100 ml ethyl acetate were added followed by the addition of 300 ml methyl-tert.-butyl ether. Then a solut... Reactants: O=C1C=CCC1, COC(=O)CC(=O)OC, CC(C)=O. Product: COC(=O)C(C(=O)OC)C1CCC(=O)C1. As a reaction SMILES: [C:1]1(=[O:6])[CH:2]=[CH:3][CH2:4][CH2:5]1.[C:7]([CH2:8][C:9](=[O:10])[O:11][CH3:12])(=[O:13])[O:14][CH3:15].[CH3:16][C:17](=[O:18])[CH3:19]>>[C:1]1(=[O:6])[CH2:2][CH:3]([CH:8]([C:7](=[O:13])[O:14][CH3:15])[C:9](=[O:10])[O:11][CH3:12])[CH2:4][CH2:5]1. Reactants: CC(=O)OC1CCC2(C)C(CCC3=C4C(=O)CC(C(C)CCCO)C4(C)CCC32)C1, CC(C)O, CC(C)=O. The product is CC(=O)OC1CCC2(C)C(CCC3=C4C(=O)CC(C(C)CCC(=O)O)C4(C)CCC32)C1. As a reaction SMILES: [C:1]([CH3:2])(=[O:3])[O:4][CH:5]1[CH2:6][CH:7]2[CH2:8][CH2:9][C:10]3=[C:11]4[C:12](=[O:30])[CH2:13][CH:14]([CH:15]([CH2:16][CH2:17][CH2:18][OH:19])[CH3:20])[C:21]4([CH3:29])[CH2:22][CH2:23][CH:24]3[C:25]2([CH3:28])[CH2:26][CH2:27]1.[CH3:31][CH:32]([CH3:33])[OH:34].[CH3:35][C:36](=[O:37])[CH3:38]>>[C:1]([CH3:2])(=[O:3])[O:4][CH:5]1[CH2:6][CH:7]2[CH2:8][CH2:9][C:10]3=[C:11]4[C:12](=[O:30])[CH2:13][CH:14]([CH:15]([CH2:16][CH2:17][C:18](=[O:19])[OH:34])[CH3:20])[C:21]4([CH3:29])[CH2:22][CH2:23][CH:24]3[C:25]2([CH3:28])[CH2:26][CH2:27]1. The product is ClC1=C(C(=NC(=N1)N)NCC1=NC=C(C(=C1C)OC)C)N (6-chloro-N4-(4-methoxy-3,5-dimethyl-pyridin-2-ylmethyl)-pyrimidine-2,4,5-triamine). Reactants: ClC1=NC(=NC(=C1N)Cl)N (4,6-dichloro-pyrimidine-2,5-diamine), NCC1=NC=C(C(=C1C)OC)C (2-aminomethyl-4-methoxy-3,5-dimethyl-pyridine). Procedure: A mixture of 4,6-dichloro-pyrimidine-2,5-diamine and 2-aminomethyl-4-methoxy-3,5-dimethyl-pyridine was heated to reflux in n-BuOH for 3 h, following the general procedure 1. HPLC RT was 3.597 min. 1HNMR (CDCl3) δ 8.22 (s, 1H), 7.12 (br. t, 1H), 4.61 (s, 2H), 4.56–4.55 (d, 2H), 3.80 (s, 3H), 3.00 (s, 2H), 2.29 (s, 3H), 2.27 (s, 3H). RXN SMILES: Cl[C:2]1[C:7]([NH2:8])=[C:6]([Cl:9])[N:5]=[C:4]([NH2:10])[N:3]=1.[NH2:11][CH2:12][C:13]1[C:18]([CH3:19])=[C:17]([O:20][CH3:21])[C:16]([CH3:22])=[CH:15][N:14]=1>CCCCO>[Cl:9][C:6]1[N:5]=[C:4]([NH2:10])[N:3]=[C:2]([NH:11][CH2:12][C:13]2[C:18]([CH3:19])=[C:17]([O:20][CH3:21])[C:16]([CH3:22])=[CH:15][N:14]=2)[C:7]=1[NH2:8]. Run in CCCCO (n-BuOH). Starting materials: CCO, COc1cccc(C2=CC(C)(C)CCC2=O)c1, N#N. Yields the product COc1cccc(C2CC(C)(C)CCC2=O)c1. RXN SMILES: [CH3:18][CH2:19][OH:20].[CH3:1][O:2][c:3]1[cH:4][c:5]([C:9]2=[CH:14][C:13]([CH3:15])([CH3:16])[CH2:12][CH2:11][C:10]2=[O:17])[cH:6][cH:7][cH:8]1.[N:21]#[N:22]>>[CH3:1][O:2][c:3]1[cH:4][c:5]([CH:9]2[C:10](=[O:17])[CH2:11][CH2:12][C:13]([CH3:15])([CH3:16])[CH2:14]2)[cH:6][cH:7][cH:8]1. Starting materials: C(C)OC(CN1C=CC2=CC(=CC=C12)OCC=1C(=NC(=NC1)C1=CC=C(C=C1)C(F)(F)F)CCOC)=O ({5-[4-(2-methoxy-ethyl)-2-(4-trifluoromethyl-phenyl)-pyrimidin-5-ylmethoxy]-indol-1-yl}-acetic acid ethyl ester), [OH-].[Li+] (lithium hydroxide). Run in C1CCOC1 (THF). Yields the product COCCC1=NC(=NC=C1COC=1C=C2C=CN(C2=CC1)CC(=O)O)C1=CC=C(C=C1)C(F)(F)F ({5-[4-(2-methoxy-ethyl)-2-(4-trifluoromethyl-phenyl)-pyrimidin-5-ylmethoxy]-indol-1-yl}-acetic acid). The yield is 83.8%. As a reaction SMILES: C([O:3][C:4](=[O:37])[CH2:5][N:6]1[C:14]2[C:9](=[CH:10][C:11]([O:15][CH2:16][C:17]3[C:18]([CH2:33][CH2:34][O:35][CH3:36])=[N:19][C:20]([C:23]4[CH:28]=[CH:27][C:26]([C:29]([F:32])([F:31])[F:30])=[CH:25][CH:24]=4)=[N:21][CH:22]=3)=[CH:12][CH:13]=2)[CH:8]=[CH:7]1)C.[OH-].[Li+]>C1COCC1>[CH3:36][O:35][CH2:34][CH2:33][C:18]1[C:17]([CH2:16][O:15][C:11]2[CH:10]=[C:9]3[C:14](=[CH:13][CH:12]=2)[N:6]([CH2:5][C:4]([OH:37])=[O:3])[CH:7]=[CH:8]3)=[CH:22][N:21]=[C:20]([C:23]2[CH:24]=[CH:25][C:26]([C:29]([F:32])([F:30])[F:31])=[CH:27][CH:28]=2)[N:19]=1 |f:1.2|. Procedure details: A solution of 147 mg (0.29 mmol) {5-[4-(2-methoxy-ethyl)-2-(4-trifluoromethyl-phenyl)-pyrimidin-5-ylmethoxy]-indol-1-yl}-acetic acid ethyl ester and 0.9 ml 1N lithium hydroxide solution in 1.5 ml THF were stirred over night at RT. The reaction mixture was partitioned between ether, 1N HCl and water. The residue was suspended in ether/heptane 1:9 and the resulting crystals were filtered off to give 118 mg of pure {5-[4-(2-methoxy-ethyl)-2-(4-trifluoromethyl-phenyl)-pyrimidin-5-ylmethoxy]-indol-1-... Starting materials: FC(C=1N=C2N(CCNC2)C1)(F)F (2-(trifluoromethyl)-5,6,7,8-tetrahydroimidazo[1,2-a]pyrazine), C(C)O (ethanol), FC(C=1N=C2N(CCNC2)C1)(F)F (2-(trifluoromethyl)-5,6,7,8-tetrahydroimidazo[1,2-a]pyrazine), BrCC(C(C)(C)C)=O (1-bromo-3,3-dimethyl-2-butanone). Reagents/catalysts: [Pt](=O)=O (platinum (IV) oxide). The solvent is CO (methanol). Yields the product CC(C)(C)C=1N=C2N(CCNC2)C1 (2-(1,1-Dimethylethyl)-5,6,7,8-tetrahydroimidazo[1,2-a]pyrazine). RXN SMILES: FC(F)(F)C1[N:4]=[C:5]2[CH2:10][NH:9][CH2:8][CH2:7][N:6]2C=1.Br[CH2:15][C:16](=O)[C:17]([CH3:20])([CH3:19])[CH3:18].C(O)C>[Pt](=O)=O.CO>[CH3:18][C:17]([C:16]1[N:4]=[C:5]2[CH2:10][NH:9][CH2:8][CH2:7][N:6]2[CH:15]=1)([CH3:20])[CH3:19]. Procedure: 2-(1,1-Dimethylethyl)-5,6,7,8-tetrahydroimidazo[1,2-a]pyrazine was prepared in an analogous manner to that described above for 2-(trifluoromethyl)-5,6,7,8-tetrahydroimidazo[1,2-a]pyrazine (Intermediate 4) but starting from 1-bromo-3,3-dimethyl-2-butanone instead of 3-bromo-1,1,1-trifluoro-2-propanone and using platinum (IV) oxide and ethanol in the place of 10% palladium on carbon paste and methanol for the hydrogenation step. Reactants: CCO (EtOH), [Na] (Sodium), C(C)O (ethanol), [Na] (sodium), ClC1=C(C=CC=C1Cl)CC#N (2,3-dichlorophenylacetonitrile), C(C)OC(OCC)=O (diethylcarbonate). Yields the product C(C)OC(C(C1=C(C(=CC=C1)Cl)Cl)C#N)=O (Ethyl-2-cyano-2-(2,3-dichlorophenyl)acetate). RXN SMILES: [Na].C(O)C.[Cl:5][C:6]1[C:11]([Cl:12])=[CH:10][CH:9]=[CH:8][C:7]=1[CH2:13][C:14]#[N:15].[CH2:16]([O:18][C:19](=O)[O:20]CC)[CH3:17]>>[CH2:16]([O:18][C:19](=[O:20])[CH:13]([C:14]#[N:15])[C:7]1[CH:8]=[CH:9][CH:10]=[C:11]([Cl:12])[C:6]=1[Cl:5])[CH3:17] |^1:0|. Reported procedure: Sodium (1.2 g) was added portionwise to ethanol (50 ml) with stirring. After the sodium had dissolved a solution of 2,3-dichlorophenylacetonitrile (9.4 g) in diethylcarbonate (25 ml) was added dropwise. The reaction mixture was heated until EtOH distilled over. The rate of addition was controlled such that it equalled the rate of distillation. After the completion of the addition, the reaction mixture was heated and distilled for a further 4 hours. The cooled reaction mixture was partitioned bet... Starting materials: CC#N, OCCI, COc1cc(OC)c(Cl)c(-c2ccc(C(=O)Nc3ccc(CN4CCNCC4)cn3)c3nccnc23)c1Cl. Product: COc1cc(OC)c(Cl)c(-c2ccc(C(=O)Nc3ccc(CN4CCN(CCO)CC4)cn3)c3nccnc23)c1Cl. Reaction SMILES: [CH3:43][C:44]#[N:45].[I:1][CH2:2][CH2:3][OH:4].[N:5]1([CH2:11][c:12]2[cH:13][cH:14][c:15]([NH:18][C:19](=[O:20])[c:21]3[c:22]4[n:23][cH:24][cH:25][n:26][c:27]4[c:28](-[c:31]4[c:32]([Cl:42])[c:33]([O:40][CH3:41])[cH:34][c:35]([O:38][CH3:39])[c:36]4[Cl:37])[cH:29][cH:30]3)[n:16][cH:17]2)[CH2:6][CH2:7][NH:8][CH2:9][CH2:10]1>>[CH2:2]([CH2:3][OH:4])[N:8]1[CH2:7][CH2:6][N:5]([CH2:11][c:12]2[cH:13][cH:14][c:15]([NH:18][C:19](=[O:20])[c:21]3[c:22]4[n:23][cH:24][cH:25][n:26][c:27]4[c:28](-[c:31]4[c:32]([Cl:42])[c:33]([O:40][CH3:41])[cH:34][c:35]([O:38][CH3:39])[c:36]4[Cl:37])[cH:29][cH:30]3)[n:16][cH:17]2)[CH2:10][CH2:9]1. The product is Cc1ccc(C(=O)c2cc(Cl)ccc2NS(=O)(=O)c2ccc(N3CC(C)OC(C)C3)c(F)c2)cn1. RXN SMILES: [Br:1][c:2]1[c:3]([F:28])[cH:4][c:5]([S:8](=[O:9])(=[O:10])[NH:11][c:12]2[c:13]([C:19](=[O:20])[c:21]3[cH:22][n:23][c:24]([CH3:27])[cH:25][cH:26]3)[cH:14][c:15]([Cl:18])[cH:16][cH:17]2)[cH:6][cH:7]1.[CH3:37][CH:38]1[O:39][CH:40]([CH3:44])[CH2:41][NH:42][CH2:43]1.[K+:34].[K+:35].[K+:36].[O:45]=[CH:46][N:47]([CH3:48])[CH3:49].[P:29]([O-:30])([O-:31])([O-:32])=[O:33]>>[c:2]1([N:42]2[CH2:41][CH:40]([CH3:44])[O:39][CH:38]([CH3:37])[CH2:43]2)[c:3]([F:28])[cH:4][c:5]([S:8](=[O:9])(=[O:10])[NH:11][c:12]2[c:13]([C:19](=[O:20])[c:21]3[cH:22][n:23][c:24]([CH3:27])[cH:25][cH:26]3)[cH:14][c:15]([Cl:18])[cH:16][cH:17]2)[cH:6][cH:7]1. The reactants are Cc1ccc(C(=O)c2cc(Cl)ccc2NS(=O)(=O)c2ccc(Br)c(F)c2)cn1, CC1CNCC(C)O1, [K+], [K+], [K+], CN(C)C=O, O=P([O-])([O-])[O-].